Dataset: the Open Reaction Database (ORD), a public repository of structured organic reaction records. Task: describe an organic reaction: reactants, conditions, products, and yield Starting materials: CO, [Na+], [OH-], O, CCOC(=O)COc1ccc(CCNC(C)C(O)c2ccc(O)cc2)cc1, O=P(O)(O)O, O=P(O)(O)O. The product is CC(NCCc1ccc(OCC(=O)O)cc1)C(O)c1ccc(O)cc1. RXN SMILES: [CH3:41][OH:42].[Na+:34].[OH-:33].[OH2:40].[OH:6][CH:7]([CH:8]([CH3:9])[NH:10][CH2:11][CH2:12][c:13]1[cH:14][cH:15][c:16]([O:17][CH2:18][C:19](=[O:20])[O:21][CH2:22][CH3:23])[cH:24][cH:25]1)[c:26]1[cH:27][cH:28][c:29]([OH:32])[cH:30][cH:31]1.[P:1]([OH:2])([OH:3])([OH:4])=[O:5].[P:35](=[O:36])([OH:37])([OH:38])[OH:39]>>[OH:6][CH:7]([CH:8]([CH3:9])[NH:10][CH2:11][CH2:12][c:13]1[cH:14][cH:15][c:16]([O:17][CH2:18][C:19](=[O:20])[OH:21])[cH:24][cH:25]1)[c:26]1[cH:27][cH:28][c:29]([OH:32])[cH:30][cH:31]1. Reactants: FC(SC1=CC2=C(CCN3C(C2=O)=CC=C3)C=C1)(F)F (9-trifluoromethylthio- 6,11-dihydro-5H-pyrrolo[2,1-b][3]benzazepin-11-one), OO (hydrogen peroxide). Solvent: C(C)(=O)O (acetic acid). The product is FC(S(=O)C1=CC2=C(CCN3C(C2=O)=CC=C3)C=C1)(F)F (9-trifluoromethylsulfinyl-6,11- dihydro-5H-pyrrolo [2,1-b][3]benzazepin-11-one). As a reaction SMILES: [F:1][C:2]([F:20])([F:19])[S:3][C:4]1[CH:18]=[CH:17][C:7]2[CH2:8][CH2:9][N:10]3[CH:16]=[CH:15][CH:14]=[C:11]3[C:12](=[O:13])[C:6]=2[CH:5]=1.[OH:21]O>C(O)(=O)C>[F:20][C:2]([F:1])([F:19])[S:3]([C:4]1[CH:18]=[CH:17][C:7]2[CH2:8][CH2:9][N:10]3[CH:16]=[CH:15][CH:14]=[C:11]3[C:12](=[O:13])[C:6]=2[CH:5]=1)=[O:21]. Procedure: A solution of 3 gm. of 9-trifluoromethylthio- 6,11-dihydro-5H-pyrrolo[2,1-b][3]benzazepin-11-one in 25 ml. of acetic acid containing 3 ml. of 50% hydrogen peroxide is stirred at 25° C. for 6 hr. The solvent is evaporated and the residue dissolved in 100 ml. of methylene chloride. The solution is washed with 2 × 25 ml. of 5% Na2CO3 solution, dried and evaporated. Chromatography of the residue on silica gel yields 9-trifluoromethylsulfinyl-6,11- dihydro-5H-pyrrolo [2,1-b][3]benzazepin-11-one. Reactants: SC1=NC2=C(N1)C=CC=C2C(=O)OCC (ethyl 2-mercapto-1H-benzimidazole-4-carboxylate), IC (iodomethane), C([O-])([O-])=O.[K+].[K+] (potassium carbonate). The solvent is O (water). Reaction conditions: time 20 hour. Yields the product CSC1=NC2=C(N1)C=CC=C2C(=O)OCC (ethyl 2-methylthio-1H-benzimidazole-4-carboxylate). Yield: 58.3%. Reaction SMILES: [SH:1][C:2]1[NH:6][C:5]2[CH:7]=[CH:8][CH:9]=[C:10]([C:11]([O:13][CH2:14][CH3:15])=[O:12])[C:4]=2[N:3]=1.IC.[C:18](=O)([O-])[O-].[K+].[K+]>O>[CH3:18][S:1][C:2]1[NH:6][C:5]2[CH:7]=[CH:8][CH:9]=[C:10]([C:11]([O:13][CH2:14][CH3:15])=[O:12])[C:4]=2[N:3]=1 |f:2.3.4|. Reported procedure: To a solution of ethyl 2-mercapto-1H-benzimidazole-4-carboxylate (500 mg) were added iodomethane (351 mg) and potassium carbonate (622 mg) at ambient temperature and the mixture was stirred for 20 hours at same temperature. The reaction mixture was poured into water and extracted with chloroform. The organic layer was washed with water and brine, dried over magnesium sulfate and evaporated in vacuo. The residue was washed with diisopropyl ether to give ethyl 2-methylthio-1H-benzimidazole-4-carbo... Starting materials: CCOC(=O)C.CCCCCCC (EtOAc heptane), [H-].[H-].[H-].[H-].[Li+].[Al+3] (LAH), FC=1C=C(C=CC1C(N(C)OC)=O)[C@H](C)NC(OC(C)(C)C)=O ((S)-tert-butyl 1-(3-fluoro-4-(methoxy(methyl)carbamoyl)phenyl)ethylcarbamate). The solvent is C1CCOC1 (THF), C1CCOC1 (THF). Reaction conditions: temperature 0 celsius, time 20 minute. The product is FC=1C=C(C=CC1C=O)[C@H](C)NC(OC(C)(C)C)=O ((S)-tert-butyl 1-(3-fluoro-4-formylphenyl)ethylcarbamate). Yield: 79.0%. As a reaction SMILES: [F:1][C:2]1[CH:3]=[C:4]([C@@H:14]([NH:16][C:17](=[O:23])[O:18][C:19]([CH3:22])([CH3:21])[CH3:20])[CH3:15])[CH:5]=[CH:6][C:7]=1[C:8](=[O:13])N(OC)C.[H-].[H-].[H-].[H-].[Li+].[Al+3].CCOC(C)=O.CCCCCCC>C1COCC1>[F:1][C:2]1[CH:3]=[C:4]([C@@H:14]([NH:16][C:17](=[O:23])[O:18][C:19]([CH3:22])([CH3:21])[CH3:20])[CH3:15])[CH:5]=[CH:6][C:7]=1[CH:8]=[O:13] |f:1.2.3.4.5.6,7.8|. Procedure: To a cooled (0° C.) solution of (S)-tert-butyl 1-(3-fluoro-4-(methoxy(methyl)carbamoyl)phenyl)ethylcarbamate (1.175 g, 3.6 mmol) in THF (36 mL) was added a solution of LAH in THF (1.0 M, 18 mL, 18 mmol) and the resulting mixture was stirred at 0° C. for 20 min. The reaction mixture was quenched by addition of a saturated Na2SO4 solution until gas evolution ceased. The reaction mixture was extracted with EtOAc (2×100 mL). Combined organics were dried over Na2SO4, filtered and concentrated. Silica... The reactants are FC1=C(C=CC(=C1)F)C=1N2C=CC(C(=C2C=CC1)C1=C(C=C(C(=O)O)C=C1F)F)=O (4-[6-(2,4-difluorophenyl)-2-oxo-2H-quinolizin-1-yl]-3,5-difluorobenzoic acid), C(CCl)Cl (EDC), C=1C=CC2=C(C1)N=NN2O (HOBT), [OH-].[NH4+] (ammonium hydroxide). Reported procedure: To a solution of 4-[6-(2,4-difluorophenyl)-2-oxo-2H-quinolizin-1-yl]-3,5-difluorobenzoic acid (Example 38) in NMP was added EDC, HOBT and ammonium hydroxide. After reaction complete, the mixture was concentrated and purified by reverse phase chromatography (10-100% ACN in H2O, Kromisil, C8, 30×100 mm) to give the title compound. As a reaction SMILES: [F:1][C:2]1[CH:7]=[C:6]([F:8])[CH:5]=[CH:4][C:3]=1[C:9]1[N:10]2[C:15]([CH:16]=[CH:17][CH:18]=1)=[C:14]([C:19]1[C:27]([F:28])=[CH:26][C:22]([C:23]([OH:25])=O)=[CH:21][C:20]=1[F:29])[C:13](=[O:30])[CH:12]=[CH:11]2.C(Cl)CCl.C1C=CC2N(O)N=[N:41]C=2C=1.[OH-].[NH4+]>CN1C(=O)CCC1>[F:1][C:2]1[CH:7]=[C:6]([F:8])[CH:5]=[CH:4][C:3]=1[C:9]1[N:10]2[C:15]([CH:16]=[CH:17][CH:18]=1)=[C:14]([C:19]1[C:27]([F:28])=[CH:26][C:22]([C:23]([NH2:41])=[O:25])=[CH:21][C:20]=1[F:29])[C:13](=[O:30])[CH:12]=[CH:11]2 |f:3.4|. The product is FC1=C(C=CC(=C1)F)C=1N2C=CC(C(=C2C=CC1)C1=C(C=C(C(=O)N)C=C1F)F)=O (4-[6-(2,4-difluorophenyl)-2-oxo-2H-quinolizin-1-yl]-3,5-difluorobenzamide). Solvent: CN1CCCC1=O (NMP). The reactants are BrCC=1C=C(C(=O)OC)C=CC1 (methyl 3-bromomethylbenzoate), OC1=CC=C(C#N)C=C1 (4-hydroxybenzonitrile), C([O-])([O-])=O.[K+].[K+] (potassium carbonate). Run in CN(C=O)C (dimethylformamide). Yields the product C(#N)C1=CC=C(OCC=2C=C(C(=O)OC)C=CC2)C=C1 (Methyl 3-[(4-cyanophenoxy)methyl]benzoate). RXN SMILES: Br[CH2:2][C:3]1[CH:4]=[C:5]([CH:10]=[CH:11][CH:12]=1)[C:6]([O:8][CH3:9])=[O:7].[OH:13][C:14]1[CH:21]=[CH:20][C:17]([C:18]#[N:19])=[CH:16][CH:15]=1.C(=O)([O-])[O-].[K+].[K+]>CN(C)C=O>[C:18]([C:17]1[CH:20]=[CH:21][C:14]([O:13][CH2:2][C:3]2[CH:4]=[C:5]([CH:10]=[CH:11][CH:12]=2)[C:6]([O:8][CH3:9])=[O:7])=[CH:15][CH:16]=1)#[N:19] |f:2.3.4|. Procedure details: 500 mg (2.18 mmol) of methyl 3-bromomethylbenzoate, 437 mg (2.40 mmol) of 4-hydroxybenzonitrile and 600 mg of potassium carbonate were stirred in dimethylformamide at room temperature for 1.5 hours. The reaction mixture was filtered through Celite, then treated by an ordinary method and purified by the silica gel column chromatography to obtain the title compound. Starting materials: COC=1C=C(C=CC1)C#C (3-Methoxyphenylacetylene), C(CCC)[Li] (n-butyl lithium), ICCCCCC (iodohexane). The solvent is CCCCCC (hexane), O1CCCC1 (tetrahydrofuran), O1CCCC1 (tetrahydrofuran). Conditions: temperature -70 celsius, time 0.5 hour. Product: COC=1C=C(C=CC1)C#CCCCCCC (1-(3-Methoxyphenyl)-oct-1-yne). Reaction SMILES: [CH3:1][O:2][C:3]1[CH:4]=[C:5]([C:9]#[CH:10])[CH:6]=[CH:7][CH:8]=1.C([Li])CCC.I[CH2:17][CH2:18][CH2:19][CH2:20][CH2:21][CH3:22]>O1CCCC1.CCCCCC>[CH3:1][O:2][C:3]1[CH:4]=[C:5]([C:9]#[C:10][CH2:17][CH2:18][CH2:19][CH2:20][CH2:21][CH3:22])[CH:6]=[CH:7][CH:8]=1. Procedure details: 3-Methoxyphenylacetylene [5.00 g, 0.032M, prepared by the method of E. Negishi et al, J. Org. Chem. 45 2526-8, (1980)] was dissolved in dry tetrahydrofuran (15 ml), cooled to -70° C. under nitrogen, and n-butyl lithium, 1.6M in hexane, (24.40 ml, 0.038M), added dropwise. After stirring for 0.5 h, iodohexane (8.00 g, 0.038M), dissolved in dry tetrahydrofuran, (15 ml) was added dropwise. The rection was warmed slowly to room temperature, refluxed overnight, then cooled. The solution was then quenc...